Dataset: the Open Reaction Database (ORD), a public repository of structured organic reaction records. Task: describe an organic reaction: reactants, conditions, products, and yield Reaction SMILES: [F:1][C:2]([F:7])([F:6])[C:3]([OH:5])=[O:4].[NH2:8][CH:9]1[CH2:14][CH2:13][CH:12]([NH:15][C:16]([C:18]2[N:26]=[C:25]3[C:21]([N:22]=[CH:23][N:24]3[C@@H:27]3[CH2:31][C@H:30]([N:32]4[CH:36]=[C:35]([CH2:37][OH:38])[CH:34]=[N:33]4)[C@@H:29]([OH:39])[C@H:28]3[OH:40])=[C:20]([NH:41][CH2:42][CH:43]([C:50]3[CH:55]=[CH:54][CH:53]=[CH:52][CH:51]=3)[C:44]3[CH:49]=[CH:48][CH:47]=[CH:46][CH:45]=3)[N:19]=2)=[O:17])[CH2:11][CH2:10]1.FC(F)(F)C(O)=O.C(NC(=O)NCCCNC(C1N=C2C(N=CN2[C@@H]2C[C@H](N3C=C(CO)C=N3)[C@@H](O)[C@H]2O)=C(NCC(C2C=CC=CC=2)C2C=CC=CC=2)N=1)=O)C.[CH3:113][N:114]([CH3:118])[C:115](Cl)=[O:116]>>[F:1][C:2]([F:7])([F:6])[C:3]([OH:5])=[O:4].[CH3:113][N:114]([CH3:118])[C:115](=[O:116])[NH:8][CH:9]1[CH2:14][CH2:13][CH:12]([NH:15][C:16]([C:18]2[N:26]=[C:25]3[C:21]([N:22]=[CH:23][N:24]3[C@@H:27]3[CH2:31][C@H:30]([N:32]4[CH:36]=[C:35]([CH2:37][OH:38])[CH:34]=[N:33]4)[CH:29]([OH:39])[CH:28]3[OH:40])=[C:20]([NH:41][CH2:42][CH:43]([C:50]3[CH:55]=[CH:54][CH:53]=[CH:52][CH:51]=3)[C:44]3[CH:45]=[CH:46][CH:47]=[CH:48][CH:49]=3)[N:19]=2)=[O:17])[CH2:11][CH2:10]1 |f:0.1,2.3,5.6|. The reactants are FC(C(=O)O)(F)F.NC1CCC(CC1)NC(=O)C1=NC(=C2N=CN(C2=N1)[C@H]1[C@@H]([C@@H]([C@H](C1)N1N=CC(=C1)CO)O)O)NCC(C1=CC=CC=C1)C1=CC=CC=C1 (9-[(1R,2S,3R,4S)-2,3-dihydroxy-4-(4-hydroxymethyl-pyrazol-1-yl)-cyclopentyl]-6-(2,2-diphenyl-ethylamino)-9H-purine-2-carboxylic acid (4-amino-cyclohexyl)-amide trifluoroacetate), FC(C(=O)O)(F)F.C(C)NC(NCCCNC(=O)C1=NC(=C2N=CN(C2=N1)[C@H]1[C@@H]([C@@H]([C@H](C1)N1N=CC(=C1)CO)O)O)NCC(C1=CC=CC=C1)C1=CC=CC=C1)=O (9-[(1R,2S,3R,4S)-2,3-dihydroxy-4-(4-hydroxymethyl-pyrazol-1-yl)-cyclopentyl]-6-(2,2-diphenyl-ethylamino)-9H-purine-2-carboxylic acid [3-(3-ethyl-ureido)-propyl]-amide trifluoroacetate), CN(C(=O)Cl)C (dimethylcarbamic chloride). Procedure details: This compound is prepared from 9-[(1R,2S,3R,4S)-2,3-dihydroxy-4-(4-hydroxymethyl-pyrazol-1-yl)-cyclopentyl]-6-(2,2-diphenyl-ethylamino)-9H-purine-2-carboxylic acid (4-amino-cyclohexyl)-amide trifluoroacetate (Example 83, first step a) using a procedure analogous to that of 9-[(1R,2S,3R,4S)-2,3-dihydroxy-4-(4-hydroxymethyl-pyrazol-1-yl)-cyclopentyl]-6-(2,2-diphenyl-ethylamino)-9H-purine-2-carboxylic acid [3-(3-ethyl-ureido)-propyl]-amide trifluoroacetate (Example 87) replacing ethyl isocyanate wi... Yields the product FC(C(=O)O)(F)F.CN(C(NC1CCC(CC1)NC(=O)C1=NC(=C2N=CN(C2=N1)[C@H]1C(C([C@H](C1)N1N=CC(=C1)CO)O)O)NCC(C1=CC=CC=C1)C1=CC=CC=C1)=O)C (9-[(1R,4S)-2,3-Dihydroxy-4-(4-hydroxymethyl-pyrazol-1-yl)-cyclopentyl]-6-(2,2-diphenyl-ethylamino)-9H-purine-2-carboxylic acid [4-(3,3-dimethyl-ureido)-cyclohexyl]-amide trifluoroacetate). Starting materials: O=C(OCc1ccccc1)N1CCN(c2nc3ccc([N+](=O)[O-])cc3s2)CC1, CCO, Cl, [Na+], [OH-], O, Cl[Sn]Cl. Yields the product Nc1ccc2nc(N3CCN(C(=O)OCc4ccccc4)CC3)sc2c1. Reaction SMILES: [CH2:1]([c:2]1[cH:3][cH:4][cH:5][cH:6][cH:7]1)[O:8][C:9](=[O:10])[N:11]1[CH2:12][CH2:13][N:14]([c:17]2[s:18][c:19]3[c:20]([n:21]2)[cH:22][cH:23][c:24]([N+:26]([O-:27])=[O:28])[cH:25]3)[CH2:15][CH2:16]1.[CH3:35][CH2:36][OH:37].[ClH:32].[Na+:34].[OH-:33].[OH2:38].[Sn:29]([Cl:30])[Cl:31]>>[CH2:1]([c:2]1[cH:3][cH:4][cH:5][cH:6][cH:7]1)[O:8][C:9](=[O:10])[N:11]1[CH2:12][CH2:13][N:14]([c:17]2[s:18][c:19]3[c:20]([n:21]2)[cH:22][cH:23][c:24]([NH2:26])[cH:25]3)[CH2:15][CH2:16]1. Reactants: [N+](=O)([O-])C1=C(CN2C(=CC=C2)C(=O)OC)C=CC=C1 (methyl 1-(2-nitrobenzyl)pyrrole-2-carboxylate), ClN1C(CCC1=O)=O (N-chlorosuccinimide), S(=O)([O-])[O-].[Na+].[Na+] (sodium sulfite). Solvent: O1CCCC1 (tetrahydrofuran). Run at time 48 hour. The product is [N+](=O)([O-])C1=C(CN2C(=CC=C2Cl)C(=O)OC)C=CC=C1 (methyl 1-(2-nitrobenzyl)-5-chloropyrrole-2-carboxylate). Reaction SMILES: [N+:1]([C:4]1[CH:19]=[CH:18][CH:17]=[CH:16][C:5]=1[CH2:6][N:7]1[CH:11]=[CH:10][CH:9]=[C:8]1[C:12]([O:14][CH3:15])=[O:13])([O-:3])=[O:2].[Cl:20]N1C(=O)CCC1=O.S([O-])([O-])=O.[Na+].[Na+]>O1CCCC1>[N+:1]([C:4]1[CH:19]=[CH:18][CH:17]=[CH:16][C:5]=1[CH2:6][N:7]1[C:11]([Cl:20])=[CH:10][CH:9]=[C:8]1[C:12]([O:14][CH3:15])=[O:13])([O-:3])=[O:2] |f:2.3.4|. Reported procedure: To a solution of 2.5 g of methyl 1-(2-nitrobenzyl)pyrrole-2-carboxylate in 50 mL of dry tetrahydrofuran is added 1.54 g of N-chlorosuccinimide. The reaction is allowed to stir at room temperature for 48 hours. To the reaction mixture is added sodium sulfite, the reaction is stirred for an additional 1 hour, filtered and evaporated to dryness. The residue is extracted into 200 mL of ether, the extract is dried over anhydrous magnesium sulfate and evaporated to dryness to yield methyl 1-(2-nitrobe... Starting materials: FC(C(=O)O)(F)F.NCC1CN(C(O1)=O)C1=CC(=C(C=C1)C=1SC(C(NN1)=O)C)F (2-[4-(5-Aminomethyl-2-oxo-oxazolidin-3-yl)-2-fluorophenyl]-6-methyl-4H-[1,3,4]thiadiazin-5-one, trifluoroacetate salt), C(C)(=O)OC(C)=O (acetic anhydride). The solvent is N1=CC=CC=C1 (pyridine). Conditions: time 4 hour. The product is FC=1C=C(C=CC1C=1S[C@H](C(NN1)=O)C)N1C(O[C@H](C1)CNC(C)=O)=O (N-{3-[3-Fluoro-4-(6(S)-methyl-5-oxo-5,6-dihydro-4H-[1,3,4]thiadiazin-2-yl)-phenyl]-2-oxo-oxazolidin-5(S)-ylmethyl}-acetamide). Isolated yield 76.0%. Reaction SMILES: F[C:2](F)(F)[C:3](O)=[O:4].[NH2:8][CH2:9][CH:10]1[O:14][C:13](=[O:15])[N:12]([C:16]2[CH:21]=[CH:20][C:19]([C:22]3[S:23][CH:24]([CH3:29])[C:25](=[O:28])[NH:26][N:27]=3)=[C:18]([F:30])[CH:17]=2)[CH2:11]1.C(OC(=O)C)(=O)C>N1C=CC=CC=1>[F:30][C:18]1[CH:17]=[C:16]([N:12]2[CH2:11][C@H:10]([CH2:9][NH:8][C:3](=[O:4])[CH3:2])[O:14][C:13]2=[O:15])[CH:21]=[CH:20][C:19]=1[C:22]1[S:23][C@@H:24]([CH3:29])[C:25](=[O:28])[NH:26][N:27]=1 |f:0.1|. Procedure: 2-[4-(5-Aminomethyl-2-oxo-oxazolidin-3-yl)-2-fluorophenyl]-6-methyl-4H-[1,3,4]thiadiazin-5-one, trifluoroacetate salt is dissolved in pyridine (2 ml) and acetic anhydride (0.0163 ml, 0.173 mmol) is added. The reaction is stirred at room temperature for 4 hours and then evaporated to dryness. The residue is purified by PTLC (10% MeOH/DCM) to give pure product as a white solid (0.046 g, 76%); 1HNMR (300 MHz, DMSO-d6) δ 1.34 (d, J=7.1 Hz, 3H), 1.82 (s, 3H), 3.41 (t, J=5.5, 2H), 3.71-3.82 (m, 2H), 4... Starting materials: COC(C1=CN=C(C(=C1)Br)Cl)=O (5-bromo-6-chloro-nicotinic acid methylester), C1(CC1)C(CN)(C)O (2-cyclopropyl-2-hydroxy-propylamine), FC(CO)(F)F (2,2,2-trifluoro-ethanol), FC(C1=CC=C(C=C1)B(O)O)(F)F (4-trifluoromethylphenyl-boronic acid). The product is C1(CC1)C(CNC(C1=CN=C(C(=C1)C1=CC=C(C=C1)C(F)(F)F)OCC(F)(F)F)=O)(C)O (N-(2-Cyclopropyl-2-hydroxy-propyl)-6-(2,2,2-trifluoro-ethoxy)-5-(4-trifluoromethyl-phenyl)-nicotinamide). Reaction SMILES: CO[C:3](=[O:12])[C:4]1[CH:9]=[C:8](Br)[C:7](Cl)=[N:6][CH:5]=1.[F:13][C:14]([F:18])([F:17])[CH2:15][OH:16].[F:19][C:20]([F:31])([F:30])[C:21]1[CH:26]=[CH:25][C:24](B(O)O)=[CH:23][CH:22]=1.[CH:32]1([C:35]([OH:39])([CH3:38])[CH2:36][NH2:37])[CH2:34][CH2:33]1>>[CH:32]1([C:35]([OH:39])([CH3:38])[CH2:36][NH:37][C:3](=[O:12])[C:4]2[CH:9]=[C:8]([C:24]3[CH:25]=[CH:26][C:21]([C:20]([F:31])([F:30])[F:19])=[CH:22][CH:23]=3)[C:7]([O:16][CH2:15][C:14]([F:18])([F:17])[F:13])=[N:6][CH:5]=2)[CH2:34][CH2:33]1. Procedure: The title compound was synthesized in analogy to the procedure described for the preparation of Example 11, using 5-bromo-6-chloro-nicotinic acid methylester, 2,2,2-trifluoro-ethanol (commercially available), 4-trifluoromethylphenyl-boronic acid (commercially available) and 2-cyclopropyl-2-hydroxy-propylamine (commercially available) as starting materials. MS (m/e): 463.1 (MH+).